Dataset: the Open Reaction Database (ORD), a public repository of structured organic reaction records. Task: describe an organic reaction: reactants, conditions, products, and yield Starting materials: C1CCCCC1, CC(C)(C)OC(=O)C(=CC1C(C(=O)OC(C#N)c2cccc(Oc3ccccc3)c2)C1(C)C)S(=O)(=O)C(C)(C)C, [Na+], [Na+], [Na+], [OH-], O, O=S([O-])S(=O)[O-]. Product: CC(C)(C)OC(=O)C=CC1C(C(=O)OC(C#N)c2cccc(Oc3ccccc3)c2)C1(C)C. As a reaction SMILES: [CH2:52]1[CH2:53][CH2:54][CH2:55][CH2:56][CH2:57]1.[CH3:4][C:5]1([CH3:43])[CH:6]([C:24](=[O:25])[O:26][CH:27]([c:28]2[cH:29][c:30]([O:34][c:35]3[cH:36][cH:37][cH:38][cH:39][cH:40]3)[cH:31][cH:32][cH:33]2)[C:41]#[N:42])[CH:7]1[CH:8]=[C:9]([C:10](=[O:11])[O:12][C:13]([CH3:14])([CH3:15])[CH3:16])[S:17]([C:18]([CH3:19])([CH3:20])[CH3:21])(=[O:22])=[O:23].[Na+:3].[Na+:50].[Na+:51].[OH-:2].[OH2:1].[S:44]([S:45]([O-:46])=[O:47])([O-:48])=[O:49]>>[CH3:4][C:5]1([CH3:43])[CH:6]([C:24](=[O:25])[O:26][CH:27]([c:28]2[cH:29][c:30]([O:34][c:35]3[cH:36][cH:37][cH:38][cH:39][cH:40]3)[cH:31][cH:32][cH:33]2)[C:41]#[N:42])[CH:7]1[CH:8]=[CH:9][C:10](=[O:11])[O:12][C:13]([CH3:14])([CH3:15])[CH3:16].